This data is from the Open Reaction Database (ORD), a public repository of structured organic reaction records. The task is: describe an organic reaction: reactants, conditions, products, and yield Starting materials: C1CCOC1, COC(=O)c1sc(-c2ccccc2)cc1N(Cc1ccc(-c2cccc(C(F)(F)F)c2)o1)C(=O)c1ccc(Cl)cc1Cl, CCOC(C)=O, [Li+], [OH-], O. Product: O=C(O)c1sc(-c2ccccc2)cc1N(Cc1ccc(-c2cccc(C(F)(F)F)c2)o1)C(=O)c1ccc(Cl)cc1Cl. As a reaction SMILES: [CH2:51]1[O:52][CH2:53][CH2:54][CH2:55]1.[CH3:1][O:2][C:3](=[O:4])[c:5]1[s:6][c:7](-[c:37]2[cH:38][cH:39][cH:40][cH:41][cH:42]2)[cH:8][c:9]1[N:10]([CH2:11][c:12]1[o:13][c:14](-[c:17]2[cH:18][c:19]([C:23]([F:24])([F:25])[F:26])[cH:20][cH:21][cH:22]2)[cH:15][cH:16]1)[C:27]([c:28]1[c:29]([Cl:35])[cH:30][c:31]([Cl:34])[cH:32][cH:33]1)=[O:36].[CH3:45][CH2:46][O:47][C:48]([CH3:49])=[O:50].[Li+:43].[OH-:44].[OH2:56]>>[O:2]=[C:3]([OH:4])[c:5]1[s:6][c:7](-[c:37]2[cH:38][cH:39][cH:40][cH:41][cH:42]2)[cH:8][c:9]1[N:10]([CH2:11][c:12]1[o:13][c:14](-[c:17]2[cH:18][c:19]([C:23]([F:24])([F:25])[F:26])[cH:20][cH:21][cH:22]2)[cH:15][cH:16]1)[C:27]([c:28]1[c:29]([Cl:35])[cH:30][c:31]([Cl:34])[cH:32][cH:33]1)=[O:36].